Dataset: the Open Reaction Database (ORD), a public repository of structured organic reaction records. Task: describe an organic reaction: reactants, conditions, products, and yield Starting materials: ClCCl, CCOC(=O)c1coc(-c2ccc(CO)cc2)n1, O=S(Cl)Cl. Yields the product CCOC(=O)c1coc(-c2ccc(CCl)cc2)n1. Reaction SMILES: [CH2:23]([Cl:24])[Cl:25].[OH:5][CH2:6][c:7]1[cH:8][cH:9][c:10](-[c:13]2[o:14][cH:15][c:16]([C:18](=[O:19])[O:20][CH2:21][CH3:22])[n:17]2)[cH:11][cH:12]1.[S:1]([Cl:2])([Cl:3])=[O:4]>>[Cl:3][CH2:6][c:7]1[cH:8][cH:9][c:10](-[c:13]2[o:14][cH:15][c:16]([C:18](=[O:19])[O:20][CH2:21][CH3:22])[n:17]2)[cH:11][cH:12]1. Reaction conditions: time 20 hour. The solvent is CO (methanol). Isolated yield 66.7%. As a reaction SMILES: C[O:2][C:3](=[O:35])[CH2:4][O:5][C:6]1[CH:15]=[CH:14][C:13]2[C:8](=[CH:9][CH:10]=[C:11]([CH2:16][NH:17][C:18]([C:20]3[CH:21]=[N:22][N:23]([C:28]4[CH:33]=[CH:32][CH:31]=[CH:30][CH:29]=4)[C:24]=3[CH2:25][CH2:26][CH3:27])=[O:19])[CH:12]=2)[C:7]=1[Br:34].[OH-].[Na+].O>CO>[Br:34][C:7]1[C:8]2[C:13](=[CH:12][C:11]([CH2:16][NH:17][C:18]([C:20]3[CH:21]=[N:22][N:23]([C:28]4[CH:29]=[CH:30][CH:31]=[CH:32][CH:33]=4)[C:24]=3[CH2:25][CH2:26][CH3:27])=[O:19])=[CH:10][CH:9]=2)[CH:14]=[CH:15][C:6]=1[O:5][CH2:4][C:3]([OH:35])=[O:2] |f:1.2|. The product is BrC1=C(C=CC2=CC(=CC=C12)CNC(=O)C=1C=NN(C1CCC)C1=CC=CC=C1)OCC(=O)O ((1-Bromo-6-{[(1-phenyl-5-propyl-1H-pyrazole-4-carbonyl)-amino]-methyl}-naphthalen-2-yloxy)-acetic acid). Reported procedure: A mixture of (1-bromo-6-{[(1-phenyl-5-propyl-1H-pyrazole-4-carbonyl)-amino]-methyl}-naphthalen-2-yloxy)-acetic acid methyl ester (0.20 g, 0.373 mmol), prepared in the previous step, 1N NaOH (373 μL, 0.373 mmol), 5 mL of water and 60 mL of methanol was stirred at room temperature for 20 h. Starting material was present by TLC. An additional 186 μL (0.186 mmol) of 1N NaOH was added and the reaction stirred at room temperature for 18 h. The reaction was filtered to remove trace solids and acidified... Starting materials: [OH-].[Na+] (NaOH), O (water), COC(COC1=C(C2=CC=C(C=C2C=C1)CNC(=O)C=1C=NN(C1CCC)C1=CC=CC=C1)Br)=O ((1-bromo-6-{[(1-phenyl-5-propyl-1H-pyrazole-4-carbonyl)-amino]-methyl}-naphthalen-2-yloxy)-acetic acid methyl ester), [OH-].[Na+] (NaOH). Starting materials: BrC=1SC(=C(N1)C(NC=1C=NN(C1[C@H]1OC[C@H]([C@@H](CC1)NC(=O)OC(C)(C)C)F)C)=O)NC(OC(C)(C)C)=O (tert-butyl N-[2-bromo-4-[[5-[(2S,5R,6S)-5-(tert-butoxycarbonylamino)-6-fluoro-oxepan-2-yl]-1-methyl-pyrazol-4-yl]carbamoyl]thiazol-5-yl]carbamate), BrC=1SC(=C(N1)C(NC=1C=NN(C1[C@H]1OC[C@H]([C@@H](CC1)NC(=O)OC(C)(C)C)F)C)=O)NC(OC(C)(C)C)=O (tert-butyl N-[2-bromo-4-[[5-[(2S,5R,6S)-5-(tert-butoxycarbonylamino)-6-fluoro-oxepan-2-yl]-1-methyl-pyrazol-4-yl]carbamoyl]thiazol-5-yl]carbamate), ClC1=C(C(=CC=C1)F)B(O)O ((2-chloro-6-fluorophenyl)boronic acid). Product: NC1=C(N=C(S1)C1=C(C=CC=C1F)Cl)C(=O)NC=1C=NN(C1[C@H]1OC[C@H]([C@@H](CC1)N)F)C (5-amino-N-(5-((2S,5R,6S)-5-amino-6-fluorooxepan-2-yl)-1-methyl-1H-pyrazol-4-yl)-2-(2-chloro-6-fluorophenyl)thiazole-4-carboxamide). Reaction SMILES: Br[C:2]1[S:3][C:4]([NH:32]C(=O)OC(C)(C)C)=[C:5]([C:7](=[O:31])[NH:8][C:9]2[CH:10]=[N:11][N:12]([CH3:30])[C:13]=2[C@@H:14]2[CH2:20][CH2:19][C@@H:18]([NH:21]C(OC(C)(C)C)=O)[C@H:17]([F:29])[CH2:16][O:15]2)[N:6]=1.[Cl:40][C:41]1[CH:46]=[CH:45][CH:44]=[C:43]([F:47])[C:42]=1B(O)O>>[NH2:32][C:4]1[S:3][C:2]([C:42]2[C:43]([F:47])=[CH:44][CH:45]=[CH:46][C:41]=2[Cl:40])=[N:6][C:5]=1[C:7]([NH:8][C:9]1[CH:10]=[N:11][N:12]([CH3:30])[C:13]=1[C@@H:14]1[CH2:20][CH2:19][C@@H:18]([NH2:21])[C@H:17]([F:29])[CH2:16][O:15]1)=[O:31]. Reported procedure: Following the procedure for Example 101 starting from tert-butyl N-[2-bromo-4-[[5-[(2S,5R,6S)-5-(tert-butoxycarbonylamino)-6-fluoro-oxepan-2-yl]-1-methyl-pyrazol-4-yl]carbamoyl]thiazol-5-yl]carbamate (Intermediate 95), and replacing 3,6-dihydro-2H-pyran-4-boronic acid pinacol ester with (2-chloro-6-fluorophenyl)boronic acid gave 328. 1H NMR (400 MHz, DMSO-d6) δ 9.26 (s, 1H), 7.69 (s, 1H), 7.58-7.51 (m, 1H), 7.49-7.45 (m, 1H), 7.40-7.33 (m, 1H), 7.00-6.60 (m, 2H), 4.74 (dd, J=11.1, 3.6 Hz, 1H), 4... The product is C(C1=CC=CC=C1)NS(=O)(=O)C(C(F)(F)SC1=CC=CC=C1)(F)F (N-benzyl-2-(phenylsulfanyl)-1,1,2,2-tetrafluoroethanesulfonamide), solid. Reported procedure: Added to a solution of 1,2-dichloroethane (20 ml), containing the PhSCF2CF2SO2F (2.09 g, 7.2 mmol) obtained according to the method from example 3, was freshly distilled benzylamine (4 ml, 37 mmol). The mixture was stirred and heated at 50° C. for 20 h until the disappearance of PhSCF2CF2SO2F (monitored by TLC and 19F NMR/CDCl3). After returning to ambient temperature, an aqueous solution of HCl (10%) was added to the reaction medium. The aqueous and organic phases were separated and the aqueous... Reactants: C1(=CC=CC=C1)SC(F)(F)C(F)(F)S(=O)(=O)F (PhSCF2CF2SO2F), Cl (HCl), C1(=CC=CC=C1)SC(F)(F)C(F)(F)S(=O)(=O)F (PhSCF2CF2SO2F), C(C1=CC=CC=C1)N (benzylamine). Run in ClCCCl (1,2-dichloroethane). Isolated yield 77.0%. Reaction SMILES: [C:1]1([S:7][C:8]([C:11]([S:14](F)(=[O:16])=[O:15])([F:13])[F:12])([F:10])[F:9])[CH:6]=[CH:5][CH:4]=[CH:3][CH:2]=1.[CH2:18]([NH2:25])[C:19]1[CH:24]=[CH:23][CH:22]=[CH:21][CH:20]=1.Cl>ClCCCl>[CH2:18]([NH:25][S:14]([C:11]([F:13])([F:12])[C:8]([S:7][C:1]1[CH:6]=[CH:5][CH:4]=[CH:3][CH:2]=1)([F:10])[F:9])(=[O:16])=[O:15])[C:19]1[CH:24]=[CH:23][CH:22]=[CH:21][CH:20]=1. Starting materials: CS(=O)(=O)c1ccc2c(c1)OC(CO)CC2, ClCCl, Cc1ccc(S(=O)(=O)Cl)cc1. Reaction SMILES: [CH3:1][S:2](=[O:3])(=[O:4])[c:5]1[cH:6][cH:7][c:8]2[c:13]([cH:14]1)[O:12][CH:11]([CH2:15][OH:16])[CH2:10][CH2:9]2.[Cl:28][CH2:29][Cl:30].[c:17]1([CH3:27])[cH:18][cH:19][c:20]([S:23](=[O:24])(=[O:25])[Cl:26])[cH:21][cH:22]1>>[CH3:1][S:2](=[O:3])(=[O:4])[c:5]1[cH:6][cH:7][c:8]2[c:13]([cH:14]1)[O:12][CH:11]([CH2:15][O:16][S:23]([c:20]1[cH:19][cH:18][c:17]([CH3:27])[cH:22][cH:21]1)(=[O:24])=[O:25])[CH2:10][CH2:9]2. The product is Cc1ccc(S(=O)(=O)OCC2CCc3ccc(S(C)(=O)=O)cc3O2)cc1. Starting materials: N1(CCOCC1)C=1N=C(NC(C1)=O)CC(=O)[O-].[Na+] (sodium [4-(morpholin-4-yl)-6-oxo-1,6-dihydropyrimidin-2-yl]acetate), OCC1=C2CCNC2=CC=C1 (4-(hydroxymethyl)indoline), Cl.CN(CCCN=C=NCC)C (N-[3-(dimethylamino)propyl]-N′-ethylcarbodiimide hydrochloride). Run in N1=CC=CC=C1 (pyridine), CN(C=O)C (N,N-dimethylformamide). Yields the product OCC1=C2CCN(C2=CC=C1)C(CC1=NC(=CC(N1)=O)N1CCOCC1)=O (2-{2-[4-(hydroxymethyl)-2,3-dihydro-1H-indol-1-yl]-2-oxoethyl}-6-(morpholin-4-yl)pyrimidin-4(3H)-one). The yield is 77.8%. RXN SMILES: [N:1]1([C:7]2[N:8]=[C:9]([CH2:14][C:15]([O-:17])=O)[NH:10][C:11](=[O:13])[CH:12]=2)[CH2:6][CH2:5][O:4][CH2:3][CH2:2]1.[Na+].[OH:19][CH2:20][C:21]1[CH:29]=[CH:28][CH:27]=[C:26]2[C:22]=1[CH2:23][CH2:24][NH:25]2.Cl.CN(C)CCCN=C=NCC>N1C=CC=CC=1.CN(C)C=O>[OH:19][CH2:20][C:21]1[CH:29]=[CH:28][CH:27]=[C:26]2[C:22]=1[CH2:23][CH2:24][N:25]2[C:15](=[O:17])[CH2:14][C:9]1[NH:10][C:11](=[O:13])[CH:12]=[C:7]([N:1]2[CH2:2][CH2:3][O:4][CH2:5][CH2:6]2)[N:8]=1 |f:0.1,3.4|. Reported procedure: The product is prepared according to the procedure described in example 5, using 261 mg of sodium [4-(morpholin-4-yl)-6-oxo-1,6-dihydropyrimidin-2-yl]acetate, 173 mg of 4-(hydroxymethyl)indoline and 254 mg of N-[3-(dimethylamino)propyl]-N′-ethylcarbodiimide hydrochloride in a mixture of 161 μl of pyridine and 4.0 ml of N,N-dimethylformamide. 288 mg of 2-{2-[4-(hydroxymethyl)-2,3-dihydro-1H-indol-1-yl]-2-oxoethyl}-6-(morpholin-4-yl)pyrimidin-4(3H)-one are obtained in the form of a pink powder, th... The reactants are OCCBr, O=C([O-])[O-], CC#N, Cc1ccccc1-c1cc(N2CCNCC2)ncc1C(=O)N(C)Cc1cc(C(F)(F)F)cc(C(F)(F)F)c1, [K+], [K+], [Na+], [OH-]. Product: Cc1ccccc1-c1cc(N2CCN(CCO)CC2)ncc1C(=O)N(C)Cc1cc(C(F)(F)F)cc(C(F)(F)F)c1. Reaction SMILES: [Br:39][CH2:40][CH2:41][OH:42].[C:43](=[O:44])([O-:45])[O-:46].[CH3:51][C:52]#[N:53].[F:1][C:2]([c:3]1[cH:4][c:5]([CH2:6][N:7]([C:8]([c:9]2[cH:10][n:11][c:12]([N:22]3[CH2:23][CH2:24][NH:25][CH2:26][CH2:27]3)[cH:13][c:14]2-[c:15]2[c:16]([CH3:21])[cH:17][cH:18][cH:19][cH:20]2)=[O:28])[CH3:29])[cH:30][c:31]([C:33]([F:34])([F:35])[F:36])[cH:32]1)([F:37])[F:38].[K+:47].[K+:48].[Na+:50].[OH-:49]>>[F:1][C:2]([c:3]1[cH:4][c:5]([CH2:6][N:7]([C:8]([c:9]2[cH:10][n:11][c:12]([N:22]3[CH2:23][CH2:24][N:25]([CH2:40][CH2:41][OH:42])[CH2:26][CH2:27]3)[cH:13][c:14]2-[c:15]2[c:16]([CH3:21])[cH:17][cH:18][cH:19][cH:20]2)=[O:28])[CH3:29])[cH:30][c:31]([C:33]([F:34])([F:35])[F:36])[cH:32]1)([F:37])[F:38]. Reactants: COC(=O)C1=C(C2=C(N=CN=C2NC2=C(C=C(C=C2)F)OC(C(=O)OC(C)(C)C)C)S1)C (methyl-4-(2-(1-tert-butoxy-1-oxopropan-2-yloxy)-4-fluorophenylamino)-5-methyl-thieno[2,3-d]pyrimidine-6-carboxylate), FC(C(=O)O)(F)F (trifluoroacetic acid). Solvent: ClCCl (dichloromethane). Yields the product FC=1C=CC(=C(OC(C(=O)O)C)C1)NC=1C2=C(N=CN1)SC(=C2C)C(=O)OC (2-(5-Fluoro-2-(6-(methoxycarbonyl)-5-methylthieno[2,3-d]pyrimidin-4-ylamino)phenoxy)propanoic acid). As a reaction SMILES: [CH3:1][O:2][C:3]([C:5]1[S:31][C:8]2[N:9]=[CH:10][N:11]=[C:12]([NH:13][C:14]3[CH:19]=[CH:18][C:17]([F:20])=[CH:16][C:15]=3[O:21][CH:22]([CH3:30])[C:23]([O:25]C(C)(C)C)=[O:24])[C:7]=2[C:6]=1[CH3:32])=[O:4].FC(F)(F)C(O)=O>ClCCl>[F:20][C:17]1[CH:18]=[CH:19][C:14]([NH:13][C:12]2[C:7]3[C:6]([CH3:32])=[C:5]([C:3]([O:2][CH3:1])=[O:4])[S:31][C:8]=3[N:9]=[CH:10][N:11]=2)=[C:15]([CH:16]=1)[O:21][CH:22]([CH3:30])[C:23]([OH:25])=[O:24]. Reported procedure: Prepared analogously to example 8.1 using methyl-4-(2-(1-tert-butoxy-1-oxopropan-2-yloxy)-4-fluorophenylamino)-5-methyl-thieno[2,3-d]pyrimidine-6-carboxylate (2.1 g) and 50% trifluoroacetic acid in dichloromethane (20 ml). The reactants are [N+](=O)([O-])C=1C=NN(C1)CCCCN1CCN(CC1)C1=NC=CC=N1 (4nitro-1-{4-[4-(2-pyrimidinyl)-1-piperazinyl]butyl}-1H-pyrazole), [BH4-].[Na+] (sodium borohydride), O (water). The reagents and catalysts are [Ni] (nickel). Run in C(C)O (ethanol). Run at time 1 hour. Product: NC=1C=NN(C1)CCCCN1CCN(CC1)C1=NC=CC=N1 (4-amino-1-{4-[4-(2-pyrimidinyl)-1-piperazinyl]butyl}-1H-pyrazole). Yield: 69.5%. As a reaction SMILES: [N+:1]([C:4]1[CH:5]=[N:6][N:7]([CH2:9][CH2:10][CH2:11][CH2:12][N:13]2[CH2:18][CH2:17][N:16]([C:19]3[N:24]=[CH:23][CH:22]=[CH:21][N:20]=3)[CH2:15][CH2:14]2)[CH:8]=1)([O-])=O.[BH4-].[Na+].O>C(O)C.[Ni]>[NH2:1][C:4]1[CH:5]=[N:6][N:7]([CH2:9][CH2:10][CH2:11][CH2:12][N:13]2[CH2:14][CH2:15][N:16]([C:19]3[N:20]=[CH:21][CH:22]=[CH:23][N:24]=3)[CH2:17][CH2:18]2)[CH:8]=1 |f:1.2|. Reported procedure: 10.2 g (43.2 mmol) of nickel II chloride hexahydrate are added to a solution of 7.2 g (21 mmol) of 4nitro-1-{4-[4-(2-pyrimidinyl)-1-piperazinyl]butyl}-1H-pyrazole, Example no. 7, in 60 ml of ethanol, with vigorous stirring. The mixture is cooled in an ice bath and 10.2 g (81 mmol) of sodium borohydride are added slowly. The mixture is left stirring for 1 hour and, after 1 hour at room temperature, water is added, the mixture is evaporated under vacuum, the residue is acidified with concentrated ... The reactants are N1N=NN=C1C1=NC2=C3N=C(C=CC3=CC=C2C=C1)C1=NN=NN1 (2,9-bis-(1H-tetrazol-5-yl)-[1,10]phenanthroline), C1(=CC=CC=C1)C1=CC=C(C(=O)Cl)C=C1 (4-phenylbenzoyl chloride). Solvent: N1=CC=CC=C1 (pyridine). Conditions: temperature 50 celsius, time 8 hour. Product: C1(=CC=C(C=C1)C1=NN=C(O1)C1=NC2=C3N=C(C=CC3=CC=C2C=C1)C=1OC(=NN1)C1=CC=C(C=C1)C1=CC=CC=C1)C1=CC=CC=C1 (2,9-bis-(5-biphenyl-4-yl-[1,3,4]oxadiazol-2-yl)-[1,10]phenanthroline). The yield is 80.0%. Reaction SMILES: N1[C:5]([C:6]2[CH:19]=C[C:17]3[C:8](=[C:9]4[C:14](=CC=3)C=CC(C3NN=NN=3)=N4)[N:7]=2)=[N:4][N:3]=N1.[C:25]1([C:31]2[CH:39]=[CH:38][C:34]([C:35](Cl)=[O:36])=[CH:33][CH:32]=2)[CH:30]=[CH:29][CH:28]=[CH:27][CH:26]=1>N1C=CC=CC=1>[C:31]1([C:25]2[CH:26]=[CH:27][CH:28]=[CH:29][CH:30]=2)[CH:39]=[CH:38][C:34]([C:35]2[O:36][C:5]([C:6]3[CH:19]=[CH:14][C:9]4[C:8](=[C:17]5[C:9](=[CH:8][CH:17]=4)[CH:14]=[CH:19][C:6]([C:5]4[O:36][C:35]([C:34]6[CH:38]=[CH:39][C:31]([C:25]7[CH:30]=[CH:29][CH:28]=[CH:27][CH:26]=7)=[CH:32][CH:33]=6)=[N:3][N:4]=4)=[N:7]5)[N:7]=3)=[N:4][N:3]=2)=[CH:33][CH:32]=1. Procedure: Under nitrogen atmosphere, a mixture of 13 g (0.045 mol) 2,9-bis-(1H-tetrazol-5-yl)-[1,10]phenanthroline and 390 ml pyridine was added to a 250 ml three-necked flask. The mixture was then heated to 50° C., and 46 g (0.21 mol) 4-phenylbenzoyl chloride was then added drop by drop. After the adding, the mixture solution was heated to reflux (110° C.) and stirred overnight. After completion of reaction, as shown in scheme 2, the reaction mixture was cooled to room temperature, filtered. Finally, sol...